Dataset: the Open Reaction Database (ORD), a public repository of structured organic reaction records. Task: describe an organic reaction: reactants, conditions, products, and yield RXN SMILES: [C:5]([CH:6]=[CH2:7])(=[O:8])[NH:9][C:10]([CH2:11][S:12](=[O:13])(=[O:14])[OH:15])([CH3:16])[CH3:17].[CH3:18][OH:19].[O:1]=[S:2](=[O:3])=[O:4]>>[C:5]([CH:6]=[CH2:7])(=[O:8])[NH:9][C:10]([CH2:11][S:12](=[O:13])(=[O:14])[O:15][CH3:18])([CH3:16])[CH3:17]. Starting materials: C=CC(=O)NC(C)(C)CS(=O)(=O)O, CO, O=S(=O)=O. Yields the product C=CC(=O)NC(C)(C)CS(=O)(=O)OC. The reactants are CC(C)(C)OC(=O)NC1CC=C(OS(=O)(=O)C(F)(F)F)CC1, O=C([O-])[O-], CC1(C)OB(c2cnc3[nH]ccc3c2)OC1(C)C, [Na+], [Na+], CN(C)C=O. Product: CC(C)(C)OC(=O)NC1CC=C(c2cnc3[nH]ccc3c2)CC1. RXN SMILES: [C:1]([CH3:2])([CH3:3])([CH3:4])[O:5][C:6](=[O:7])[NH:8][CH:9]1[CH2:10][CH:11]=[C:12]([O:15][S:16]([C:17]([F:18])([F:19])[F:20])(=[O:21])=[O:22])[CH2:13][CH2:14]1.[C:41](=[O:42])([O-:43])[O-:44].[CH3:23][C:24]1([CH3:25])[C:26]([CH3:27])([CH3:28])[O:29][B:30]([c:31]2[cH:32][c:33]3[c:34]([n:35][cH:36]2)[nH:37][cH:38][cH:39]3)[O:40]1.[Na+:45].[Na+:46].[O:47]=[CH:48][N:49]([CH3:50])[CH3:51]>>[C:1]([CH3:2])([CH3:3])([CH3:4])[O:5][C:6](=[O:7])[NH:8][CH:9]1[CH2:10][CH:11]=[C:12]([c:31]2[cH:32][c:33]3[c:34]([n:35][cH:36]2)[nH:37][cH:38][cH:39]3)[CH2:13][CH2:14]1.